From a dataset of the Open Reaction Database (ORD), a public repository of structured organic reaction records. describe an organic reaction: reactants, conditions, products, and yield Starting materials: CC(C)(C)OC(=O)N1C(=O)CCC1CO[Si](C)(C)C(C)(C)C, CC(C)[N-]C(C)C, [Cl-], [Li+], [NH4+], C1CCOC1, Cl[Se]c1ccccc1. Product: CC(C)(C)OC(=O)N1C(=O)C=CC1CO[Si](C)(C)C(C)(C)C. As a reaction SMILES: [C:9]([CH3:10])([CH3:11])([CH3:12])[Si:13]([O:14][CH2:15][CH:16]1[N:17]([C:22](=[O:23])[O:24][C:25]([CH3:26])([CH3:27])[CH3:28])[C:18](=[O:21])[CH2:19][CH2:20]1)([CH3:29])[CH3:30].[CH:1]([N-:2][CH:3]([CH3:4])[CH3:5])([CH3:6])[CH3:7].[Cl-:39].[Li+:8].[NH4+:40].[O:41]1[CH2:42][CH2:43][CH2:44][CH2:45]1.[c:31]1([Se:32][Cl:33])[cH:34][cH:35][cH:36][cH:37][cH:38]1>>[C:9]([CH3:10])([CH3:11])([CH3:12])[Si:13]([O:14][CH2:15][CH:16]1[N:17]([C:22](=[O:23])[O:24][C:25]([CH3:26])([CH3:27])[CH3:28])[C:18](=[O:21])[CH:19]=[CH:20]1)([CH3:29])[CH3:30].